Dataset: the Open Reaction Database (ORD), a public repository of structured organic reaction records. Task: describe an organic reaction: reactants, conditions, products, and yield The reactants are C#CCBr, CCO, Nc1ccccc1. Reaction SMILES: [CH2:1]([C:2]#[CH:3])[Br:4].[CH3:12][CH2:13][OH:14].[NH2:5][c:6]1[cH:7][cH:8][cH:9][cH:10][cH:11]1>>[CH2:1]([C:2]#[CH:3])[NH:5][c:6]1[cH:7][cH:8][cH:9][cH:10][cH:11]1. Yields the product C#CCNc1ccccc1. Starting materials: CC(C)(C)OC(=O)N1CCc2sc(C=CC(=O)O)cc2C1, O=S(=O)(c1ccc2cc(Cl)ccc2c1)N1CCNCC1, Cl. The product is CC(C)(C)OC(=O)N1CCc2sc(C=CC(=O)N3CCN(S(=O)(=O)c4ccc5cc(Cl)ccc5c4)CC3)cc2C1. RXN SMILES: [C:1]([CH3:2])([CH3:3])([CH3:4])[O:5][C:6](=[O:7])[N:8]1[CH2:9][c:10]2[c:11]([s:14][c:15]([CH:17]=[CH:18][C:19](=[O:20])[OH:21])[cH:16]2)[CH2:12][CH2:13]1.[Cl:23][c:24]1[cH:25][c:26]2[cH:27][cH:28][c:29]([S:34](=[O:35])(=[O:36])[N:37]3[CH2:38][CH2:39][NH:40][CH2:41][CH2:42]3)[cH:30][c:31]2[cH:32][cH:33]1.[ClH:22]>>[C:1]([CH3:2])([CH3:3])([CH3:4])[O:5][C:6](=[O:7])[N:8]1[CH2:9][c:10]2[c:11]([s:14][c:15]([CH:17]=[CH:18][C:19](=[O:21])[N:40]3[CH2:39][CH2:38][N:37]([S:34]([c:29]4[cH:28][cH:27][c:26]5[cH:25][c:24]([Cl:23])[cH:33][cH:32][c:31]5[cH:30]4)(=[O:35])=[O:36])[CH2:42][CH2:41]3)[cH:16]2)[CH2:12][CH2:13]1. Reactants: O=C([O-])[O-], CI, CN(C)C=O, [K+], [K+], O=C(O)CC(O)(CC(=O)O)C(=O)O, CCOC(=O)c1cc2cc(OC(F)(F)F)cc(NS(=O)(=O)c3cccs3)c2[nH]1. The product is CCOC(=O)c1cc2cc(OC(F)(F)F)cc(N(C)S(=O)(=O)c3cccs3)c2[nH]1. RXN SMILES: [C:29](=[O:30])([O-:31])[O-:32].[CH3:35][I:36].[CH3:50][N:51]([CH3:52])[CH:53]=[O:54].[K+:33].[K+:34].[OH:37][C:38]([CH2:39][C:40]([C:41](=[O:42])[OH:43])([CH2:44][C:45](=[O:46])[OH:47])[OH:48])=[O:49].[s:1]1[c:2]([S:6](=[O:7])(=[O:8])[NH:9][c:10]2[cH:11][c:12]([O:24][C:25]([F:26])([F:27])[F:28])[cH:13][c:14]3[cH:15][c:16]([C:19](=[O:20])[O:21][CH2:22][CH3:23])[nH:17][c:18]23)[cH:3][cH:4][cH:5]1>>[s:1]1[c:2]([S:6](=[O:7])(=[O:8])[N:9]([c:10]2[cH:11][c:12]([O:24][C:25]([F:26])([F:27])[F:28])[cH:13][c:14]3[cH:15][c:16]([C:19](=[O:20])[O:21][CH2:22][CH3:23])[nH:17][c:18]23)[CH3:29])[cH:3][cH:4][cH:5]1.